Dataset: the Open Reaction Database (ORD), a public repository of structured organic reaction records. Task: describe an organic reaction: reactants, conditions, products, and yield The reactants are OC1=CC=C(C(=O)CNC2=C(C=CC(=C2)OC)C2CC=3C=CC(=CC3CC2)OC(C(C)(C)C)=O)C=C1 (pivalic acid 6-{2-[(4-hydroxybenzoyl)methylamino]-4-methoxyphenyl}-5,6,7,8-tetrahydronaphthalen-2-yl ester), ClCC(=O)N(CC)CC (2-chloro-N,N-diethylacetamide). Product: C(C)N(CCOC1=CC=C(CCNC2=C(C=CC(=C2)OC)C2CC=3C=CC(=CC3CC2)O)C=C1)CC (6-{2-{[4-(2-Diethylaminoethoxy)benzyl]methylamino}-4-methoxyphenyl}-5,6,7,8-tetrahydronaphthalen-2-ol). The yield is 28.3%. RXN SMILES: [OH:1][C:2]1[CH:36]=[CH:35][C:5]([C:6]([CH2:8][NH:9][C:10]2[CH:15]=[C:14]([O:16][CH3:17])[CH:13]=[CH:12][C:11]=2[CH:18]2[CH2:27][CH2:26][C:25]3[CH:24]=[C:23]([O:28]C(=O)C(C)(C)C)[CH:22]=[CH:21][C:20]=3[CH2:19]2)=O)=[CH:4][CH:3]=1.Cl[CH2:38][C:39]([N:41]([CH2:44][CH3:45])[CH2:42][CH3:43])=O>>[CH2:42]([N:41]([CH2:44][CH3:45])[CH2:39][CH2:38][O:1][C:2]1[CH:36]=[CH:35][C:5]([CH2:6][CH2:8][NH:9][C:10]2[CH:15]=[C:14]([O:16][CH3:17])[CH:13]=[CH:12][C:11]=2[CH:18]2[CH2:27][CH2:26][C:25]3[CH:24]=[C:23]([OH:28])[CH:22]=[CH:21][C:20]=3[CH2:19]2)=[CH:4][CH:3]=1)[CH3:43]. Procedure details: Synthesized from pivalic acid 6-{2-[(4-hydroxybenzoyl)methylamino]-4-methoxyphenyl}-5,6,7,8-tetrahydronaphthalen-2-yl ester (25 mg) and 2-chloro-N,N-diethylacetamide (15 mg) according to an analogous synthetic method to Example 404 and purified by LC-MS, the title compound (7.1 mg) was obtained. Reactants: C[Si](CCO)(C)C (2-(trimethylsilyl)ethanol), CC1=CC=C(S1)C(=O)O (5-Methyl-thiophene-2-carboxylic acid), CCN=C=NCCCN(C)C.Cl (EDCl). Reagents/catalysts: CN(C)C=1C=CN=CC1 (DMAP). The solvent is CC#N (MeCN). Reaction conditions: time 5 minute. Product: C[Si](CCOC(=O)C=1SC(=CC1)C)(C)C (5-methyl-thiophene-2-carboxylic acid 2-trimethylsilanyl-ethyl ester). RXN SMILES: [CH3:1][C:2]1[S:6][C:5]([C:7]([OH:9])=[O:8])=[CH:4][CH:3]=1.CCN=C=NCCCN(C)C.Cl.[CH3:22][Si:23]([CH3:28])([CH3:27])[CH2:24][CH2:25]O>CC#N.CN(C1C=CN=CC=1)C>[CH3:22][Si:23]([CH3:28])([CH3:27])[CH2:24][CH2:25][O:8][C:7]([C:5]1[S:6][C:2]([CH3:1])=[CH:3][CH:4]=1)=[O:9] |f:1.2|. Procedure details: A solution of 5-Methyl-thiophene-2-carboxylic acid (23.58 g, 166 mmol) in MeCN (300 mL) is treated with EDCl (33.41 g, 174 mmol) and DMAP (2.03 g, 16 mmol). The mixture is stirred for 5 min and 2-(trimethylsilyl)ethanol (19.61 g, 166 mmol) is added. The mixture is stirred at RT for 16 h and the solvent is evaporated. The residue is partitioned between EtOAc and water. The organic layer is diluted with an equal portion of hexane and dried over anhydrous MgSO4. The solution is passed through a plu...